This data is from the Open Reaction Database (ORD), a public repository of structured organic reaction records. The task is: describe an organic reaction: reactants, conditions, products, and yield Reactants: [Al+3], Cc1nsc(C)c1C(=O)O, [H-], [H-], [H-], [H-], [Li+], C1CCOC1. Yields the product Cc1nsc(C)c1CO. As a reaction SMILES: [Al+3:12].[CH3:1][c:2]1[n:3][s:4][c:5]([CH3:10])[c:6]1[C:7](=[O:8])[OH:9].[H-:11].[H-:14].[H-:15].[H-:16].[Li+:13].[O:17]1[CH2:18][CH2:19][CH2:20][CH2:21]1>>[CH3:1][c:2]1[n:3][s:4][c:5]([CH3:10])[c:6]1[CH2:7][OH:8]. Solvent: C(C)O (ethanol), C(C)O (ethanol). Yield: 49.0%. The reactants are FC1=C(C=O)C=CC=C1 (2-fluorobenzaldehyde), C(C)OC(CC(N)=N)=O (amidinoacetic acid ethyl ester). RXN SMILES: [F:1][C:2]1[CH:9]=[CH:8][CH:7]=[CH:6][C:3]=1[CH:4]=O.[CH2:10]([O:12][C:13](=[O:18])[CH2:14][C:15](=[NH:17])[NH2:16])[CH3:11]>C(O)C>[CH2:10]([O:12][C:13]([C:14]1[CH:4]([C:3]2[CH:6]=[CH:7][CH:8]=[CH:9][C:2]=2[F:1])[C:14]([C:13]([O:12][CH2:10][CH3:11])=[O:18])=[C:15]([NH2:16])[NH:17][C:15]=1[NH2:16])=[O:18])[CH3:11]. Reported procedure: Upon boiling a solution of 6.2 g 2-fluorobenzaldehyde and 13.0 g amidinoacetic acid ethyl ester in 150 ml ethanol for one hour, 2,6-diamino-4-(2-fluorophenyl)-1,4-dihydropyridine-3,5-dicarboxylic acid diethyl ester of m.p. 128° - 130° C (ethanol) is obtained). Product: C(C)OC(=O)C1=C(NC(=C(C1C1=C(C=CC=C1)F)C(=O)OCC)N)N (2,6-diamino-4-(2-fluorophenyl)-1,4-dihydropyridine-3,5-dicarboxylic acid diethyl ester).